This data is from the Open Reaction Database (ORD), a public repository of structured organic reaction records. The task is: describe an organic reaction: reactants, conditions, products, and yield The reactants are C12C(CC(CC1)C2)NC(=S)N (N-bicyclo[2.2.1]hept-2-ylthiourea), BrC(C(=O)OCC)(C)C (Ethyl 2-bromoisobutyrate). The product is C12C(CC(CC1)C2)NC=2SC(C(N2)=O)(C)C (2-(bicyclo[2.2.1]hept-2-ylamino)-5,5-dimethyl-1,3-thiazol-4(5H)-one). RXN SMILES: [CH:1]12[CH2:7][CH:4]([CH2:5][CH2:6]1)[CH2:3][CH:2]2[NH:8][C:9]([NH2:11])=[S:10].Br[C:13]([CH3:20])([CH3:19])[C:14](OCC)=[O:15]>>[CH:1]12[CH2:7][CH:4]([CH2:5][CH2:6]1)[CH2:3][CH:2]2[NH:8][C:9]1[S:10][C:13]([CH3:20])([CH3:19])[C:14](=[O:15])[N:11]=1. Procedure: Synthesis was performed from N-bicyclo[2.2.1]hept-2-ylthiourea and Ethyl 2-bromoisobutyrate according to Method C.